From a dataset of the Open Reaction Database (ORD), a public repository of structured organic reaction records. describe an organic reaction: reactants, conditions, products, and yield The reactants are C(=O)(OCC1=CC=CC=C1)N[C@@H](CC1=CC=CC=C1)C(=O)NCC(=O)N[C@@H](CCCNC(N)=N)C(=O)O (carbobenzoxy-phenylalanyl-glycyl-arginine), p-nitrophenyl ester, C(=O)(OCC1=CC=CC=C1)NCC(=O)O (carbobenzoxy-glycin). Yields the product C(=O)(OCC1=CC=CC=C1)NCC(=O)N[C@@H](CC1=CC=CC=C1)C(=O)NCC(=O)N[C@@H](CCCNC(N)=N)C(=O)O (Carbobenzoxy-glycyl-phenylalanyl-glycyl-arginine). As a reaction SMILES: C([NH:11][C@H:12]([C:20]([NH:22][CH2:23][C:24]([NH:26][C@H:27]([C:35]([OH:37])=[O:36])[CH2:28][CH2:29][CH2:30][NH:31][C:32](=[NH:34])[NH2:33])=[O:25])=[O:21])[CH2:13][C:14]1[CH:19]=[CH:18][CH:17]=[CH:16][CH:15]=1)(OCC1C=CC=CC=1)=O.[C:38]([NH:48][CH2:49][C:50]([OH:52])=O)([O:40][CH2:41][C:42]1[CH:47]=[CH:46][CH:45]=[CH:44][CH:43]=1)=[O:39]>>[C:38]([NH:48][CH2:49][C:50]([NH:11][C@H:12]([C:20]([NH:22][CH2:23][C:24]([NH:26][C@H:27]([C:35]([OH:37])=[O:36])[CH2:28][CH2:29][CH2:30][NH:31][C:32](=[NH:33])[NH2:34])=[O:25])=[O:21])[CH2:13][C:14]1[CH:19]=[CH:18][CH:17]=[CH:16][CH:15]=1)=[O:52])([O:40][CH2:41][C:42]1[CH:43]=[CH:44][CH:45]=[CH:46][CH:47]=1)=[O:39]. Reported procedure: Carbobenzoxy-glycyl-phenylalanyl-glycyl-arginine is prepared by the method similar to that described for the preparation of carbobenzoxy-phenylalanyl-glycyl-arginine on the basis of 2.71 g (5.28 mM) of the latter and 1.93 g (5.83 mM) of p-nitrophenyl ester of carbobenzoxy-glycin. Reactants: C(=C)S(=O)(=O)C1=CC=C(C=C1)C(C)(C)C (p-t-butylphenyl vinyl sulfone), C1(=CC=CC=C1)SCl (benzenesulfenyl chloride), C(Cl)Cl (methylene chloride). Run at time 75 minute. Product: C1(=CC=CC=C1)SC(CCl)S(=O)(=O)C1=CC=C(C=C1)C(C)(C)C (2-CHLORO-1-(p-t-BUTYLPHENYLSULFONYL)ETHYL PHENYL SULFIDE). Isolated yield 86.0%. As a reaction SMILES: [CH:1]([S:3]([C:6]1[CH:11]=[CH:10][C:9]([C:12]([CH3:15])([CH3:14])[CH3:13])=[CH:8][CH:7]=1)(=[O:5])=[O:4])=[CH2:2].[C:16]1([S:22]Cl)[CH:21]=[CH:20][CH:19]=[CH:18][CH:17]=1.C(Cl)[Cl:25]>>[C:16]1([S:22][CH:1]([S:3]([C:6]2[CH:11]=[CH:10][C:9]([C:12]([CH3:15])([CH3:14])[CH3:13])=[CH:8][CH:7]=2)(=[O:5])=[O:4])[CH2:2][Cl:25])[CH:21]=[CH:20][CH:19]=[CH:18][CH:17]=1. Procedure: To a solution of 21.0 g (93.7 moles) of p-t-butylphenyl vinyl sulfone in 100 ml of methylene chloride at 20° C. was added 14.0 ml (17,5 g, 121 mmoles) of benzenesulfenyl chloride. After 75 minutes the initial red color of the solution had changed to orange. In the same time the temperature of the solution rose to 26° C. After three days at 23° C. the solvent was removed by evaporation. The semicrystalline residue was recrystallized from ethyl acetate-pentane (1:2) to give a first crop of 18.3 g ... Reactants: FC1=CC=C(C#N)C=C1 (p-fluorobenzonitrile), O1CCOC12CCNCC2 (1,4-dioxa-8-azaspiro[4.5]decane), C(=O)([O-])[O-].[K+].[K+] (K2CO3), C(C)#N (acetonitrile). Solvent: C(C)OCC (ethyl ether), O (water). Run at time 3 day. Product: O1CCOC12CCN(CC2)C2=C(C#N)C=CC=C2 (1,4-Dioxa-8-azaspiro[4.5]dec-8-ylbenzonitrile). Isolated yield 66.5%. Reaction SMILES: F[C:2]1[CH:9]=[CH:8][C:5]([C:6]#[N:7])=[CH:4][CH:3]=1.[O:10]1[C:14]2([CH2:19][CH2:18][NH:17][CH2:16][CH2:15]2)[O:13][CH2:12][CH2:11]1.C([O-])([O-])=O.[K+].[K+].C(#N)C>O.C(OCC)C>[O:10]1[C:14]2([CH2:19][CH2:18][N:17]([C:8]3[CH:9]=[CH:2][CH:3]=[CH:4][C:5]=3[C:6]#[N:7])[CH2:16][CH2:15]2)[O:13][CH2:12][CH2:11]1 |f:2.3.4|. Procedure details: A mixture of 10 g (0.0825 mol) p-fluorobenzonitrile, 47 g (0.3282 mol) of 1,4-dioxa-8-azaspiro[4.5]decane, 17 g (0.123 mol) of K2CO3, and 100 ml of acetonitrile is stirred at 90°-100° C. for three days. The reaction mixture is allowed to cool to ambient temperature, diluted with water and extracted with methylene chloride. The combined extracts are washed with brine, dried over Na2SO4, and concentrated in vacuo to give a pasty solid. Trituration with ethyl ether furnishes 13.4 g (67%) of title c... Starting materials: Brc1cnc2cc(-c3nccs3)ccn12, CCOC(C)=O, Cl, Nc1ccc(B(O)O)cc1, [Na+], [Na+], O=C([O-])[O-], C1COCCO1, [Pd], c1ccc(P(c2ccccc2)c2ccccc2)cc1, c1ccc(P(c2ccccc2)c2ccccc2)cc1, c1ccc(P(c2ccccc2)c2ccccc2)cc1, c1ccc(P(c2ccccc2)c2ccccc2)cc1. Yields the product Nc1ccc(-c2cnc3cc(-c4nccs4)ccn23)cc1. As a reaction SMILES: [Br:1][c:2]1[cH:3][n:4][c:5]2[n:6]1[cH:7][cH:8][c:9](-[c:11]1[s:12][cH:13][cH:14][n:15]1)[cH:10]2.[CH3:39][CH2:40][O:41][C:42](=[O:43])[CH3:44].[ClH:16].[NH2:17][c:18]1[cH:19][cH:20][c:21]([B:24]([OH:25])[OH:26])[cH:22][cH:23]1.[Na+:33].[Na+:34].[O-:35][C:36](=[O:37])[O-:38].[O:27]1[CH2:28][CH2:29][O:30][CH2:31][CH2:32]1.[Pd:45].[c:103]1([P:104]([c:105]2[cH:106][cH:107][cH:108][cH:109][cH:110]2)[c:111]2[cH:112][cH:113][cH:114][cH:115][cH:116]2)[cH:117][cH:118][cH:119][cH:120][cH:121]1.[c:46]1([P:47]([c:48]2[cH:49][cH:50][cH:51][cH:52][cH:53]2)[c:54]2[cH:55][cH:56][cH:57][cH:58][cH:59]2)[cH:60][cH:61][cH:62][cH:63][cH:64]1.[c:65]1([P:66]([c:67]2[cH:68][cH:69][cH:70][cH:71][cH:72]2)[c:73]2[cH:74][cH:75][cH:76][cH:77][cH:78]2)[cH:79][cH:80][cH:81][cH:82][cH:83]1.[c:84]1([P:85]([c:86]2[cH:87][cH:88][cH:89][cH:90][cH:91]2)[c:92]2[cH:93][cH:94][cH:95][cH:96][cH:97]2)[cH:98][cH:99][cH:100][cH:101][cH:102]1>>[c:2]1(-[c:21]2[cH:20][cH:19][c:18]([NH2:17])[cH:23][cH:22]2)[cH:3][n:4][c:5]2[n:6]1[cH:7][cH:8][c:9](-[c:11]1[s:12][cH:13][cH:14][n:15]1)[cH:10]2. Reactants: C(C)(C)(C)OC(NC1=C(C=C(C(=C1)OCC)C(F)(F)F)N)=O ((2-amino-5-ethoxy-4-trifluoromethyl-phenyl)-carbamic acid tert-butyl ester), C(C)(C)(C)OC(CC(C1=CC(=CC=C1)C1=CC=NC=C1)=O)=O (3-oxo-3-(3-pyridin-4-yl-phenyl)-propionic acid tert-butyl ester). Product: C(C)(C)(C)OC(NC1=C(C=C(C(=C1)OCC)C(F)(F)F)NC(CC(C1=CC(=CC=C1)C1=CC=NC=C1)=O)=O)=O ({5-Ethoxy-2-[3-oxo-3-(3-pyridin-4-yl-phenyl)-propionylamino]-4-trifluoromethyl-phenyl}-carbamic acid tert-butyl ester), solid. RXN SMILES: [C:1]([O:5][C:6](=[O:22])[NH:7][C:8]1[CH:13]=[C:12]([O:14][CH2:15][CH3:16])[C:11]([C:17]([F:20])([F:19])[F:18])=[CH:10][C:9]=1[NH2:21])([CH3:4])([CH3:3])[CH3:2].C([O:27][C:28](=O)[CH2:29][C:30](=[O:43])[C:31]1[CH:36]=[CH:35][CH:34]=[C:33]([C:37]2[CH:42]=[CH:41][N:40]=[CH:39][CH:38]=2)[CH:32]=1)(C)(C)C>>[C:1]([O:5][C:6](=[O:22])[NH:7][C:8]1[CH:13]=[C:12]([O:14][CH2:15][CH3:16])[C:11]([C:17]([F:20])([F:19])[F:18])=[CH:10][C:9]=1[NH:21][C:28](=[O:27])[CH2:29][C:30](=[O:43])[C:31]1[CH:36]=[CH:35][CH:34]=[C:33]([C:37]2[CH:38]=[CH:39][N:40]=[CH:41][CH:42]=2)[CH:32]=1)([CH3:2])([CH3:3])[CH3:4]. Procedure details: The title compound was prepared from (2-amino-5-ethoxy-4-trifluoromethyl-phenyl)-carbamic acid tert-butyl ester (Example J8) and 3-oxo-3-(3-pyridin-4-yl-phenyl)-propionic acid tert-butyl ester (Example K2) according to the general procedure M. Obtained as a light yellow solid (271 mg). Starting materials: O (water), C(C=C)Br (allyl bromide), O[C@@H]1CC[C@H](CC1)C1=CC=C(C=C1)O (trans-4-(4-hydroxycyclohexyl)phenol), C([O-])([O-])=O.[K+].[K+] (potassium carbonate). Solvent: 2/1, CN(C)C=O (DMF), CC(=O)C (acetone). Reaction conditions: time 3 day. Yields the product C(C=C)OC1=CC=C(C=C1)[C@@H]1CC[C@H](CC1)O (trans-4-(4-allyloxyphenyl)cyclohexanol). The yield is 98.4%. RXN SMILES: [OH:1][C@H:2]1[CH2:7][CH2:6][C@H:5]([C:8]2[CH:13]=[CH:12][C:11]([OH:14])=[CH:10][CH:9]=2)[CH2:4][CH2:3]1.[CH2:15](Br)[CH:16]=[CH2:17].C(=O)([O-])[O-].[K+].[K+].O>CN(C=O)C.CC(C)=O>[CH2:17]([O:14][C:11]1[CH:10]=[CH:9][C:8]([C@H:5]2[CH2:4][CH2:3][C@H:2]([OH:1])[CH2:7][CH2:6]2)=[CH:13][CH:12]=1)[CH:16]=[CH2:15] |f:2.3.4|. Procedure details: 10.6 g of trans-4-(4-hydroxycyclohexyl)phenol (55.13 mmol, 14 eq.) are dissolved in 150 mL of a 2/1 mixture of DMF and acetone, to which are added with stirring 4.8 mL of allyl bromide (55.13 mmol, 14 eq.), followed by 11.43 g (82.7, 1.5 eq.) of potassium carbonate. After 3 days, the reaction medium is poured into 300 mL of water, filtered, washed with water and dried to give 12.6 g of trans-4-(4-allyloxyphenyl)cyclohexanol.